This data is from the Open Reaction Database (ORD), a public repository of structured organic reaction records. The task is: describe an organic reaction: reactants, conditions, products, and yield Starting materials: CC(C)(C)OC(=O)N1CCC(OC(=O)c2ccccc2)C1, C[O-], CC(=O)O, CO, [Na+]. Product: CC(C)(C)OC(=O)N1CCC(O)C1. RXN SMILES: [C:1](=[O:2])([c:3]1[cH:4][cH:5][cH:6][cH:7][cH:8]1)[O:9][CH:10]1[CH2:11][N:12]([C:15](=[O:16])[O:17][C:18]([CH3:19])([CH3:20])[CH3:21])[CH2:13][CH2:14]1.[CH3:22][O-:23].[CH3:25][C:26](=[O:27])[OH:28].[CH3:29][OH:30].[Na+:24]>>[OH:9][CH:10]1[CH2:11][N:12]([C:15](=[O:16])[O:17][C:18]([CH3:19])([CH3:20])[CH3:21])[CH2:13][CH2:14]1. Starting materials: [BH4-], CO, [Na+], O=Cc1cnn2c(-c3cccnc3)ccnc12. The product is OCc1cnn2c(-c3cccnc3)ccnc12. As a reaction SMILES: [BH4-:18].[CH3:20][OH:21].[Na+:19].[n:1]1[cH:2][c:3](-[c:7]2[cH:8][cH:9][n:10][c:11]3[n:12]2[n:13][cH:14][c:15]3[CH:16]=[O:17])[cH:4][cH:5][cH:6]1>>[n:1]1[cH:2][c:3](-[c:7]2[cH:8][cH:9][n:10][c:11]3[n:12]2[n:13][cH:14][c:15]3[CH2:16][OH:17])[cH:4][cH:5][cH:6]1. Reactants: O=C(O)CNC(=O)c1csc(NC(=O)NCc2ccccc2)n1, CC(C)(C)OC(=O)CC(N)C(=O)NCc1ccccn1. Yields the product CC(C)(C)OC(=O)CC(NC(=O)CNC(=O)c1csc(NC(=O)NCc2ccccc2)n1)C(=O)NCc1ccccn1. RXN SMILES: [CH2:1]([c:2]1[cH:3][cH:4][cH:5][cH:6][cH:7]1)[NH:8][C:9]([NH:10][c:11]1[s:12][cH:13][c:14]([C:16](=[O:17])[NH:18][CH2:19][C:20](=[O:21])[OH:22])[n:15]1)=[O:23].[NH2:24][CH:25]([CH2:26][C:27](=[O:28])[O:29][C:30]([CH3:31])([CH3:32])[CH3:33])[C:34](=[O:35])[NH:36][CH2:37][c:38]1[n:39][cH:40][cH:41][cH:42][cH:43]1>>[CH2:1]([c:2]1[cH:3][cH:4][cH:5][cH:6][cH:7]1)[NH:8][C:9]([NH:10][c:11]1[s:12][cH:13][c:14]([C:16](=[O:17])[NH:18][CH2:19][C:20](=[O:22])[NH:24][CH:25]([CH2:26][C:27](=[O:28])[O:29][C:30]([CH3:31])([CH3:32])[CH3:33])[C:34](=[O:35])[NH:36][CH2:37][c:38]2[n:39][cH:40][cH:41][cH:42][cH:43]2)[n:15]1)=[O:23].